Dataset: the Open Reaction Database (ORD), a public repository of structured organic reaction records. Task: describe an organic reaction: reactants, conditions, products, and yield Starting materials: Cl (hydrochloric acid), Cl.COC1=CC=C2C=CC=C(C2=C1)CCCN (3-(7-methoxy-1-naphthyl)propylamine hydrochloride), C(C)(=O)Cl (acetyl chloride), C([O-])([O-])=O.[K+].[K+] (potassium carbonate). Reported procedure: After 0.005 mol (equivalent to 1.26 g) of 3-(7-methoxy-1-naphthyl)propylamine hydrochloride has been dissolved in 20 cm3 of water, 0.015 mol of potassium carbonate is added. The amine precipitates. Thereafter, 50 cm3 of chloroform are added and 0.010 mol of acetyl chloride is added dropwise. The medium is left stirring for 2 hours. It is acidified with 2N of hydrochloric acid and then stirred for 15 minutes. The aqueous phase is extracted with 3 times 50 cm3 of chloroform. The organic phases are... Yields the product COC1=CC=C2C=CC=C(C2=C1)CCCNC(C)=O (N-[3-(7-METHOXY-1-NAPHTHYL)PROPYL]ACETAMIDE). As a reaction SMILES: Cl.[CH3:2][O:3][C:4]1[CH:13]=[C:12]2[C:7]([CH:8]=[CH:9][CH:10]=[C:11]2[CH2:14][CH2:15][CH2:16][NH2:17])=[CH:6][CH:5]=1.C(=O)([O-])[O-].[K+].[K+].[C:24](Cl)(=[O:26])[CH3:25].Cl>O>[CH3:2][O:3][C:4]1[CH:13]=[C:12]2[C:7]([CH:8]=[CH:9][CH:10]=[C:11]2[CH2:14][CH2:15][CH2:16][NH:17][C:24](=[O:26])[CH3:25])=[CH:6][CH:5]=1 |f:0.1,2.3.4|. Conditions: time 2 hour. Solvent: O (water). Starting materials: Intermediate 137, COC=1C=C(N)C=CC1OC (3,4-dimethoxyaniline), C(CCC)=O (butyraldehyde). The product is C(CCC)NC1=CC(=C(C=C1)OC)OC (N-Butyl-3,4-dimethoxyaniline). The yield is 87.9%. As a reaction SMILES: [CH3:1][O:2][C:3]1[CH:4]=[C:5]([CH:7]=[CH:8][C:9]=1[O:10][CH3:11])[NH2:6].[CH:12](=O)[CH2:13][CH2:14][CH3:15]>>[CH2:12]([NH:6][C:5]1[CH:7]=[CH:8][C:9]([O:10][CH3:11])=[C:3]([O:2][CH3:1])[CH:4]=1)[CH2:13][CH2:14][CH3:15]. Procedure: Following a procedure analogous to that for the synthesis of Intermediate 137, 3,4-dimethoxyaniline (500 mg, 3.26 mmol) and butyraldehyde (290 μL, 3.26 mmol) were converted to the title compound (600 mg, 83%). 1H NMR (CDCl3) δ 6.81-6.70 (m, 1H), 6.27-6.21 (m, 1H), 6.16 (dd, J=8.5, 2.5 Hz, 1H), 3.85 (s, 3H), 3.81 (s, 3H), 3.08 (t, J=7.0 Hz, 2H), 1.56-1.40 (m, 4H), 0.99-0.93 (m, 3H); MS(ESI+) m/z 210.2 (M+H)+. Starting materials: [Li] (lithium), FC1=CC=C(C=C1)C1=CC=C(C=C1)C(C)(C#CCCCC)[O-].[Li+] (lithium 2-(4'-fluoro-4-biphenylyl)-3-octyn-2-olate), N (ammonia), N (ammonia), C#CCCCC (1-hexyne). Run in CCOCC (ether). Run at time 1 hour. Yields the product FC1=CC=C(C=C1)C1=CC=C(C=C1)C(C)(C#CCCCC)O (2-(4'-fluoro-4-biphenylyl)-3-octyn-2-ol). RXN SMILES: [Li].N.C#CCCCC.[F:9][C:10]1[CH:15]=[CH:14][C:13]([C:16]2[CH:21]=[CH:20][C:19]([C:22]([O-:30])([C:24]#[C:25][CH2:26][CH2:27][CH2:28][CH3:29])[CH3:23])=[CH:18][CH:17]=2)=[CH:12][CH:11]=1.[Li+]>CCOCC>[F:9][C:10]1[CH:11]=[CH:12][C:13]([C:16]2[CH:21]=[CH:20][C:19]([C:22]([OH:30])([C:24]#[C:25][CH2:26][CH2:27][CH2:28][CH3:29])[CH3:23])=[CH:18][CH:17]=2)=[CH:14][CH:15]=1 |f:3.4,^1:0|. Procedure details: 8.34 g. of lithium is added at -70°, over three hours, to 900 ml. of liquid ammonia containing 82 g. of 1-hexyne. When the blue color has disappeared, 214 g. of 4'-fluoro-4-acetylbiphenylyl in 200 ml. of ether are added thereto over one hour. The solution contains lithium 2-(4'-fluoro-4-biphenylyl)-3-octyn-2-olate. Subsequently, the ammonia is allowed to evaporate at +25° and simultaneously ether is added at a rate such that the volume of the mixture remains constant. After removal of ammonia, t... Starting materials: C(#N)C=1C(=NC(=NC1)NN)NC (5-cyano-2-hydrazino-4-methylamino-pyrimidine), Cl (HCl), N(=O)[O-].[Na+] (NaNO2). Solvent: O (water), O (water). Reaction conditions: temperature 5 celsius, time 20 minute. Yields the product N(=[N+]=[N-])C1=NC=C(C(=N1)NC)C#N (2-Azido-5-cyano-4-methylamino-pyrimidine). Isolated yield 96.8%. As a reaction SMILES: [C:1]([C:3]1[C:4]([NH:11][CH3:12])=[N:5][C:6]([NH:9][NH2:10])=[N:7][CH:8]=1)#[N:2].Cl.[N:14]([O-])=O.[Na+]>O>[N:9]([C:6]1[N:5]=[C:4]([NH:11][CH3:12])[C:3]([C:1]#[N:2])=[CH:8][N:7]=1)=[N+:10]=[N-:14] |f:2.3|. Procedure: To a cold (5° C.) solution of 5-cyano-2-hydrazino-4-methylamino-pyrimidine (21.7 g) from Example 4 in a mixture of water (260 mL) and concentrated HCl (26.5 mL) was added dropwise a solution of NaNO2 (10.03 g) in water (25 mL) with overhead mechanical stirring. A white precipitate formed and after the addition was completed, the reaction was stirred for an additional 20 minutes at 5° C. The insoluble product was filtered and washed with cold water to give 22.4 g of the title compound after dryin... Reactants: O1C(C(=O)O)C1C(=O)O.C(C=C)[K] (allyl potassium epoxysuccinate), C(C(=O)Cl)(=O)Cl (oxalyl chloride), C(C1=CC=CC=C1)OC([C@@H](N)CC1=CC=C(C=C1)O)=O (L-tyrosine benzyl ester). The solvent is ClCCl (dichloromethane). Product: [Cl-].C(C=C)OC(C1C(C(=O)O)O1)=O (epoxysuccinic acid monoallylester chloride), N-(3-allyloxycarbonyloxirane-2-carbonyl)-L-tyrosine benzyl ester(EP-147). As a reaction SMILES: [O:1]1[CH:6]([C:7]([OH:9])=[O:8])[CH:2]1[C:3]([OH:5])=[O:4].[CH2:10]([K])[CH:11]=[CH2:12].C(Cl)(=O)C([Cl:17])=O.C(OC(=O)[C@H](CC1C=CC(O)=CC=1)N)C1C=CC=CC=1>ClCCl>[Cl-:17].[CH2:12]([O:8][C:7](=[O:9])[CH:6]1[O:1][CH:2]1[C:3]([OH:5])=[O:4])[CH:11]=[CH2:10] |f:0.1,5.6|. Procedure details: When 0.65 g of epoxysuccinic acid monoallylester chloride which was prepared from 1.0 g of allyl potassium epoxysuccinate (i.e. allyl potassium oxirane 2,3-dicarboxylate) by treatment with oxalyl chloride in a manner as described in Example 46 was reacted with L-tyrosine benzyl ester in dichloromethane by the method as described in Example 46, N-(3-allyloxycarbonyloxirane-2-carbonyl)-L-tyrosine benzyl ester(EP-147) was obtained as a colorless oil. Yield 1.0 g (68%). Mass: m/e 425 (M+). IRνfilm (...